The task is: describe an organic reaction: reactants, conditions, products, and yield. This data is from the Open Reaction Database (ORD), a public repository of structured organic reaction records. Reactants: O=C([O-])O, CCN=C=O, Cc1cccc(N)c1C(=O)O, [Na+], C1COCCO1, O, O. The product is CCNC(=O)Nc1cccc(C)c1C(=O)O. Reaction SMILES: [C:12](=[O:13])([OH:14])[O-:15].[CH2:17]([CH3:18])[N:19]=[C:20]=[O:21].[NH2:1][c:2]1[c:3]([C:4](=[O:5])[OH:6])[c:7]([CH3:11])[cH:8][cH:9][cH:10]1.[Na+:16].[O:23]1[CH2:24][CH2:25][O:26][CH2:27][CH2:28]1.[OH2:22].[OH2:29]>>[NH:1]([c:2]1[c:3]([C:4](=[O:5])[OH:6])[c:7]([CH3:11])[cH:8][cH:9][cH:10]1)[C:20]([NH:19][CH2:17][CH3:18])=[O:21]. Reactants: ClC1=C(C(=O)NC2=C(C(=CC=C2F)O)F)C=C(C=C1)C1=CC(=CC=C1)F (2-chloro-N-(2,6-difluoro-3-hydroxy-phenyl)-5-(3-fluorophenyl)benzamide). Solvent: C1CCOC1 (THF), C1CCOC1 (THF). Run at temperature 60 celsius. The product is ClC1=C(C=C(C=C1)C1=CC(=CC=C1)F)CNC=1C(=C(C=CC1F)O)F (3-[[2-Chloro-5-(3-fluorophenyl)phenyl]methylamino]-2,4-difluoro-phenol). Yield: 103.5%. RXN SMILES: [Cl:1][C:2]1[CH:19]=[CH:18][C:17]([C:20]2[CH:25]=[CH:24][CH:23]=[C:22]([F:26])[CH:21]=2)=[CH:16][C:3]=1[C:4]([NH:6][C:7]1[C:12]([F:13])=[CH:11][CH:10]=[C:9]([OH:14])[C:8]=1[F:15])=O>C1COCC1>[Cl:1][C:2]1[CH:19]=[CH:18][C:17]([C:20]2[CH:25]=[CH:24][CH:23]=[C:22]([F:26])[CH:21]=2)=[CH:16][C:3]=1[CH2:4][NH:6][C:7]1[C:8]([F:15])=[C:9]([OH:14])[CH:10]=[CH:11][C:12]=1[F:13]. Procedure details: To a solution of 2-chloro-N-(2,6-difluoro-3-hydroxy-phenyl)-5-(3-fluorophenyl)benzamide (150 mg, 0.34 mmol, 1.0 eq) in THF (3 mL) was added a solution of BH3 (1M in THF, 1.72 mL, 1.72 mmol, 5.0 eq). The reaction was heated at 60° C. for 3 h, then quenched by addition of 1M HCl. The aqueous layer was extracted with EtOAc and the organic extract was washed with water and brine, dried (Na2SO4) filtered and evaporated in vacuo. The residue obtained was purified by flash chromatography (petroleum eth... Reactants: C(Br)(Br)(Br)Br (carbon tetrabromide), C1(=CC=CC=C1)P(C1=CC=CC=C1)C1=CC=CC=C1 (triphenylphosphine), OCCCC[C@]12C(NC=3C=CC=C(C13)CCC2)=O ((S)-2a-(4-hydroxybutyl)-2a,3,4,5-tetrahydro-1H-benz[cd]indol-2-one). Run in C(C)#N (acetonitrile). Reaction conditions: time 4 hour. The product is BrCCCC[C@]12C(NC=3C=CC=C(C13)CCC2)=O ((S)-2a-(4-bromobutyl)-2a,3,4,5-tetrahydro-1H-benz[cd]indol-2-one). Isolated yield 97.3%. RXN SMILES: O[CH2:2][CH2:3][CH2:4][CH2:5][C@@:6]12[CH2:17][CH2:16][CH2:15][C:13]3[C:14]1=[C:9]([CH:10]=[CH:11][CH:12]=3)[NH:8][C:7]2=[O:18].C(Br)(Br)(Br)[Br:20].C1(P(C2C=CC=CC=2)C2C=CC=CC=2)C=CC=CC=1>C(#N)C>[Br:20][CH2:2][CH2:3][CH2:4][CH2:5][C@@:6]12[CH2:17][CH2:16][CH2:15][C:13]3[C:14]1=[C:9]([CH:10]=[CH:11][CH:12]=3)[NH:8][C:7]2=[O:18]. Procedure details: (S)-2a-(4-hydroxybutyl)-2a,3,4,5-tetrahydro-1H-benz[cd]indol-2-one (1.96 g, 8.0 mmol) was dissolved in acetonitrile (50 ml). Then, carbon tetrabromide (3.31 g, 10.0 mmol) and triphenylphosphine (2.72 g, 9.6 mmol) were added to the resulting solution and stirred at room temperature for four hours. The solvent was evaporated from the reaction mixture, and ethyl acetate, water and hydrochloric acid (1N) were added to the resulting residue. The reaction product was extracted with ethyl acetate, and ... Reactants: CC(C)(C)O, C[N+]1([O-])CCOCC1, CC(C)=O, CC(C)(C)OC(=O)NCC1CN(c2ccc(C3CSC3)c(F)c2)C(=O)O1, O. Yields the product CC(C)(C)OC(=O)NCC1CN(c2ccc(N3CCOCC3)c(F)c2)C(=O)O1. RXN SMILES: [C:36]([OH:37])([CH3:38])([CH3:39])[CH3:40].[CH3:28][N+:29]1([O-:35])[CH2:30][CH2:31][O:32][CH2:33][CH2:34]1.[CH3:41][C:42](=[O:43])[CH3:44].[F:1][c:2]1[cH:3][c:4]([N:12]2[C:13](=[O:26])[O:14][CH:15]([CH2:17][NH:18][C:19]([O:20][C:21]([CH3:22])([CH3:23])[CH3:24])=[O:25])[CH2:16]2)[cH:5][cH:6][c:7]1[CH:8]1[CH2:9][S:10][CH2:11]1.[OH2:27]>>[F:1][c:2]1[cH:3][c:4]([N:12]2[C:13](=[O:26])[O:14][CH:15]([CH2:17][NH:18][C:19]([O:20][C:21]([CH3:22])([CH3:23])[CH3:24])=[O:25])[CH2:16]2)[cH:5][cH:6][c:7]1[N:29]1[CH2:30][CH2:31][O:32][CH2:33][CH2:34]1. Starting materials: Br.BrCC1=CC=C2C=NNC2=C1 (6-(bromomethyl)-1H-indazole hydrogen bromide), O1CCCC=C1 (3,4-dihydro-2H-pyran). Run in C1CCOC1 (THF), C(Cl)Cl (methylene chloride). Run at time 12 hour. The product is BrCC1=CC=C2C=NN(C2=C1)C1OCCCC1 (6-(bromomethyl)-1-(2-tetrahydropyranyl)indazole). Yield: 52.0%. As a reaction SMILES: Br.[Br:2][CH2:3][C:4]1[CH:12]=[C:11]2[C:7]([CH:8]=[N:9][NH:10]2)=[CH:6][CH:5]=1.[O:13]1[CH:18]=[CH:17][CH2:16][CH2:15][CH2:14]1>C1COCC1.C(Cl)Cl>[Br:2][CH2:3][C:4]1[CH:12]=[C:11]2[C:7]([CH:8]=[N:9][N:10]2[CH:14]2[CH2:15][CH2:16][CH2:17][CH2:18][O:13]2)=[CH:6][CH:5]=1 |f:0.1|. Reported procedure: A yellow-suspension of 6-(bromomethyl)-1H-indazole hydrogen bromide (9.0 g, 43 mmol) (99) and 3,4-dihydro-2H-pyran (7.2 g, 86 mmol) in THF (200 mL) was heated at its reflux temperature for 2 hours. After cooling down to room temperature, the reaction mixture was stirred at room temperature for 12 hours under nitrogen. The reaction solution was diluted with methylene chloride (500 mL), washed with saturated NaHCO3, water and brine. After drying (MgSO4) the solvent was removed under vacuum to give... The reactants are OCc1c(Cl)cc(Cl)cc1Br, ClCCl, [Na+], [Na+], O=C([O-])[O-], BrP(Br)Br. Product: Clc1cc(Cl)c(CBr)c(Br)c1. As a reaction SMILES: [Br:1][c:2]1[c:3]([CH2:10][OH:11])[c:4]([Cl:9])[cH:5][c:6]([Cl:8])[cH:7]1.[Cl:22][CH2:23][Cl:24].[Na+:16].[Na+:17].[O-:18][C:19](=[O:20])[O-:21].[P:12]([Br:13])([Br:14])[Br:15]>>[Br:1][c:2]1[c:3]([CH2:10][Br:13])[c:4]([Cl:9])[cH:5][c:6]([Cl:8])[cH:7]1. The solvent is Cl (hydrochloric acid), O (water). Reaction conditions: temperature -30 celsius. Yield: 84.6%. Starting materials: Br.N12CCC(CC1)(C2)C(=O)OCC (Ethyl 1-azabicyclo[2.2.1]hept-4-yl carboxylate hydrobromide salt), N1=CC=CC=C1 (Pyridine), S(=O)(Cl)Cl (Thionyl chloride), Cl.CNOC (N,O-dimethyl hydroxylamine hydrochloride). Procedure details: Ethyl 1-azabicyclo[2.2.1]hept-4-yl carboxylate hydrobromide salt (D13) (34 g, 0.136 mole) in concentrated hydrochloric acid (200 ml) and water (50 ml) was heated under reflux for 17 h. The solution was concentrated in vacuo to afford a white solid. Thionyl chloride (250 ml) was added and the solution heated under reflux for 3 h when a homogenous solution was obtained. The excess thionyl chloride was then removed in vacuo and the residue azeotroped with dry toluene to remove the last traces of th... Yields the product N12CCC(CC1)(C2)C(=O)N(C)OC (1-azabicyclo[2.2.1]hept-4-yl-N-methoxy-N-methyl carboxamide). As a reaction SMILES: Br.[N:2]12[CH2:8][C:5]([C:9]([O:11]CC)=O)([CH2:6][CH2:7]1)[CH2:4][CH2:3]2.S(Cl)(Cl)=O.Cl.[CH3:19][NH:20][O:21][CH3:22].N1C=CC=CC=1>Cl.O>[N:2]12[CH2:8][C:5]([C:9]([N:20]([O:21][CH3:22])[CH3:19])=[O:11])([CH2:4][CH2:3]1)[CH2:6][CH2:7]2 |f:0.1,3.4|. Reactants: O1CCOC12CCC(CC2)N2C=1N(C(=C(C2=O)CC2=C(C=C(C=C2)C=2C(=CC=CC2)C#N)F)CCC)N=CN1 (4′-{[4-(1,4-dioxaspiro[4.5]dec-8-yl)-5-oxo-7-propyl-4,5-dihydro[1,2,4]triazolo[1,5-a]pyrimidin-6-yl]methyl}-3′-fluorobiphenyl-2-carbonitrile), Cl (hydrochloric acid), O1CCCC1 (tetrahydrofuran). The solvent is C(C)(=O)OCC (ethyl acetate). Procedure details: A mixture of 4′-{[4-(1,4-dioxaspiro[4.5]dec-8-yl)-5-oxo-7-propyl-4,5-dihydro[1,2,4]triazolo[1,5-a]pyrimidin-6-yl]methyl}-3′-fluorobiphenyl-2-carbonitrile (1 g), 6N hydrochloric acid (10 mL) and tetrahydrofuran (15 mL) was stirred at 80° C. for 16 hr. The reaction mixture was diluted with ethyl acetate, washed with saturated brine, and dried over anhydrous magnesium sulfate. The solvent was evaporated under reduced pressure. The obtained residue was dissolved in methanol (10 mL), sodium borohydri... The product is FC=1C=C(C=CC1CC=1C(N(C=2N(C1CCC)N=CN2)[C@@H]2CC[C@@H](CC2)O)=O)C=2C(=CC=CC2)C#N (3′-fluoro-4′-{[4-(cis-4-hydroxycyclohexyl)-5-oxo-7-propyl-4,5-dihydro[1,2,4]triazolo[1,5-a]pyrimidin-6-yl]methyl}biphenyl-2-carbonitrile). Run at temperature 80 celsius, time 16 hour. As a reaction SMILES: O1[C:5]2([CH2:10][CH2:9][CH:8]([N:11]3[C:16](=[O:17])[C:15]([CH2:18][C:19]4[CH:24]=[CH:23][C:22]([C:25]5[C:26]([C:31]#[N:32])=[CH:27][CH:28]=[CH:29][CH:30]=5)=[CH:21][C:20]=4[F:33])=[C:14]([CH2:34][CH2:35][CH3:36])[N:13]4[N:37]=[CH:38][N:39]=[C:12]34)[CH2:7][CH2:6]2)[O:4]CC1.Cl.O1CCCC1>C(OCC)(=O)C>[F:33][C:20]1[CH:21]=[C:22]([C:25]2[C:26]([C:31]#[N:32])=[CH:27][CH:28]=[CH:29][CH:30]=2)[CH:23]=[CH:24][C:19]=1[CH2:18][C:15]1[C:16](=[O:17])[N:11]([C@H:8]2[CH2:9][CH2:10][C@@H:5]([OH:4])[CH2:6][CH2:7]2)[C:12]2[N:13]([N:37]=[CH:38][N:39]=2)[C:14]=1[CH2:34][CH2:35][CH3:36]. Yield: 9.2%. Starting materials: C=O, CO, ClCCl, CNC(=O)C1CC(n2cc(-c3cnc(N)c(-c4nc5ccccc5o4)c3)cn2)CN1, N. Product: CNC(=O)C1CC(n2cc(-c3cnc(N)c(-c4nc5ccccc5o4)c3)cn2)CN1C. Reaction SMILES: [CH2:1]=[O:2].[CH3:37][OH:38].[Cl:33][CH2:34][Cl:35].[NH2:3][c:4]1[c:5](-[c:24]2[o:25][c:26]3[c:27]([n:28]2)[cH:29][cH:30][cH:31][cH:32]3)[cH:6][c:7](-[c:10]2[cH:11][n:12][n:13]([CH:15]3[CH2:16][CH:17]([C:20](=[O:21])[NH:22][CH3:23])[NH:18][CH2:19]3)[cH:14]2)[cH:8][n:9]1.[NH3:36]>>[NH2:3][c:4]1[c:5](-[c:24]2[o:25][c:26]3[c:27]([n:28]2)[cH:29][cH:30][cH:31][cH:32]3)[cH:6][c:7](-[c:10]2[cH:11][n:12][n:13]([CH:15]3[CH2:16][CH:17]([C:20](=[O:21])[NH:22][CH3:23])[N:18]([CH3:34])[CH2:19]3)[cH:14]2)[cH:8][n:9]1.